Dataset: the Open Reaction Database (ORD), a public repository of structured organic reaction records. Task: describe an organic reaction: reactants, conditions, products, and yield The product is COc1ccc(S(=O)(=O)N2C(=O)C(c3ccccc3OC)(N3CC(F)CC3C(=O)N(C)C)c3cc(Cl)ccc32)c(OC(F)(F)F)c1. RXN SMILES: [CH2:69]1[O:70][CH2:71][CH2:72][CH2:73]1.[CH3:12][Si:13]([N-:14][Si:15]([CH3:16])([CH3:17])[CH3:18])([CH3:19])[CH3:20].[CH3:74][CH2:75][O:76][C:77]([CH3:78])=[O:79].[Cl:22][C:23]1([c:50]2[c:51]([O:56][CH3:57])[cH:52][cH:53][cH:54][cH:55]2)[C:24](=[O:49])[N:25]([S:33](=[O:34])(=[O:35])[c:36]2[c:37]([O:44][C:45]([F:46])([F:47])[F:48])[cH:38][c:39]([O:42][CH3:43])[cH:40][cH:41]2)[c:26]2[cH:27][cH:28][c:29]([Cl:32])[cH:30][c:31]21.[F:1][CH:2]1[CH2:3][CH:4]([C:7](=[O:8])[N:9]([CH3:10])[CH3:11])[NH:5][CH2:6]1.[K+:58].[K+:59].[Na+:21].[O-:60][C:61]([O-:62])=[O:63].[O:64]=[CH:65][N:66]([CH3:67])[CH3:68]>>[F:1][CH:2]1[CH2:3][CH:4]([C:7](=[O:8])[N:9]([CH3:10])[CH3:11])[N:5]([C:23]2([c:50]3[c:51]([O:56][CH3:57])[cH:52][cH:53][cH:54][cH:55]3)[C:24](=[O:49])[N:25]([S:33](=[O:34])(=[O:35])[c:36]3[c:37]([O:44][C:45]([F:46])([F:47])[F:48])[cH:38][c:39]([O:42][CH3:43])[cH:40][cH:41]3)[c:26]3[cH:27][cH:28][c:29]([Cl:32])[cH:30][c:31]32)[CH2:6]1. Starting materials: C1CCOC1, C[Si](C)(C)[N-][Si](C)(C)C, CCOC(C)=O, COc1ccc(S(=O)(=O)N2C(=O)C(Cl)(c3ccccc3OC)c3cc(Cl)ccc32)c(OC(F)(F)F)c1, CN(C)C(=O)C1CC(F)CN1, [K+], [K+], [Na+], O=C([O-])[O-], CN(C)C=O.